This data is from the Open Reaction Database (ORD), a public repository of structured organic reaction records. The task is: describe an organic reaction: reactants, conditions, products, and yield The reactants are C([O-])(O)=O.[K+] (potassium bicarbonate), C([O-])(O)=O.[Na+] (sodium bicarbonate), C([O-])([O-])=O.[K+].[K+] (potassium carbonate), C([O-])([O-])=O.[Na+].[Na+] (sodium carbonate), C(C1=CC=CC=C1)OC=1C=C(C=CC1)SC1=CC(=C(C=O)C=C1)Cl (4-(3-benzyloxyphenylthio)-2-chlorobenzaldehyde), C(C)OP(=O)(OCC)CC(=O)OCC (ethyl diethylphosphonoacetate). The solvent is CS(=O)C (dimethylsulfoxide), CN(C=O)C (dimethylformamide), O (water). The product is C(C1=CC=CC=C1)OC=1C=C(C=CC1)SC1=CC(=C(C=C1)C=CC(=O)OCC)Cl (ethyl 3-[4-(3-benzyloxyphenylthio)-2-chlorophenyl]acrylate). Reaction SMILES: [CH2:1]([O:8][C:9]1[CH:10]=[C:11]([S:15][C:16]2[CH:23]=[CH:22][C:19]([CH:20]=O)=[C:18]([Cl:24])[CH:17]=2)[CH:12]=[CH:13][CH:14]=1)[C:2]1[CH:7]=[CH:6][CH:5]=[CH:4][CH:3]=1.C(OP([CH2:33][C:34]([O:36][CH2:37][CH3:38])=[O:35])(OCC)=O)C.C(=O)(O)[O-].[K+].C(=O)(O)[O-].[Na+].C(=O)([O-])[O-].[K+].[K+].C(=O)([O-])[O-].[Na+].[Na+]>O.CS(C)=O.CN(C)C=O>[CH2:1]([O:8][C:9]1[CH:10]=[C:11]([S:15][C:16]2[CH:23]=[CH:22][C:19]([CH:20]=[CH:33][C:34]([O:36][CH2:37][CH3:38])=[O:35])=[C:18]([Cl:24])[CH:17]=2)[CH:12]=[CH:13][CH:14]=1)[C:2]1[CH:7]=[CH:6][CH:5]=[CH:4][CH:3]=1 |f:2.3,4.5,6.7.8,9.10.11|. Reported procedure: A mixture of 4-(3-benzyloxyphenylthio)-2-chlorobenzaldehyde (1) and ethyl diethylphosphonoacetate (2) is stirred for 3 to 8 hours at 50 to 80° C. in an organic solvent, such as dimethylformamide or dimethylsulfoxide, in the presence of a base, such as potassium bicarbonate, sodium bicarbonate, potassium carbonate or sodium carbonate. Subsequently, the reaction mixture is chilled in an ice water bath while being stirred and water is added. The resulting crystals are collected by filtration and wa... Starting materials: C1CCNCC1, Cc1cc(C(=O)N2CCC(N(C)C)C2)c(C=O)[nH]1, CCO, O=C1Cc2c(cccc2-c2cccc(F)c2)N1. Product: Cc1cc(C(=O)N2CCC(N(C)C)C2)c(C=C2C(=O)Nc3cccc(-c4cccc(F)c4)c32)[nH]1. As a reaction SMILES: [CH2:36]1[CH2:37][CH2:38][NH:39][CH2:40][CH2:41]1.[CH3:18][N:19]([CH:20]1[CH2:21][N:22]([C:25](=[O:26])[c:27]2[c:28]([CH:33]=[O:34])[nH:29][c:30]([CH3:32])[cH:31]2)[CH2:23][CH2:24]1)[CH3:35].[CH3:42][CH2:43][OH:44].[F:1][c:2]1[cH:3][c:4](-[c:8]2[c:9]3[c:13]([cH:14][cH:15][cH:16]2)[NH:12][C:11](=[O:17])[CH2:10]3)[cH:5][cH:6][cH:7]1>>[F:1][c:2]1[cH:3][c:4](-[c:8]2[c:9]3[c:13]([cH:14][cH:15][cH:16]2)[NH:12][C:11](=[O:17])[C:10]3=[CH:33][c:28]2[c:27]([C:25]([N:22]3[CH2:21][CH:20]([N:19]([CH3:18])[CH3:35])[CH2:24][CH2:23]3)=[O:26])[cH:31][c:30]([CH3:32])[nH:29]2)[cH:5][cH:6][cH:7]1. Reactants: ClCC1=NN(C(=C1)C1=CC(=C(C(=C1)OC)OC)OC)CC=1C=NC=CC1 (3-Chloromethyl-1-(3-pyridylmethyl) -5-(3,4,5-trimethoxyphenyl)pyrazole), N1CCNCC1 (piperazine). Yields the product N1=CC(=CC=C1)CN1N=C(C=C1C1=CC(=C(C(=C1)OC)OC)OC)CN1CCN(CC1)CC1=NN(C(=C1)C1=CC(=C(C(=C1)OC)OC)OC)CC=1C=NC=CC1 (N,N′-bis[[1-(3-Pyridylmethyl)-5-(3,4,5-trimethoxyphenyl)pyrazol-3-yl]methyl]piperazine). RXN SMILES: Cl[CH2:2][C:3]1[CH:7]=[C:6]([C:8]2[CH:13]=[C:12]([O:14][CH3:15])[C:11]([O:16][CH3:17])=[C:10]([O:18][CH3:19])[CH:9]=2)[N:5]([CH2:20][C:21]2[CH:22]=[N:23][CH:24]=[CH:25][CH:26]=2)[N:4]=1.[NH:27]1[CH2:32][CH2:31][NH:30][CH2:29][CH2:28]1>>[N:23]1[CH:24]=[CH:25][CH:26]=[C:21]([CH2:20][N:5]2[C:6]([C:8]3[CH:13]=[C:12]([O:14][CH3:15])[C:11]([O:16][CH3:17])=[C:10]([O:18][CH3:19])[CH:9]=3)=[CH:7][C:3]([CH2:2][N:27]3[CH2:32][CH2:31][N:30]([CH2:2][C:3]4[CH:7]=[C:6]([C:8]5[CH:13]=[C:12]([O:14][CH3:15])[C:11]([O:16][CH3:17])=[C:10]([O:18][CH3:19])[CH:9]=5)[N:5]([CH2:20][C:21]5[CH:22]=[N:23][CH:24]=[CH:25][CH:26]=5)[N:4]=4)[CH2:29][CH2:28]3)=[N:4]2)[CH:22]=1. Procedure: 3-Chloromethyl-1-(3-pyridylmethyl) -5-(3,4,5-trimethoxyphenyl)pyrazole (110 mg) and piperazine (12 mg) were reacted in the same manner in Example 1 to obtain the title compound as a free base. Reactants: BrC=1C=CC=C2C1C(=O)OC(N2)=O (6-bromoisatoic acid anhydride), N(C)CC(=O)O (sarcosine). Product: BrC1=CC=CC2=C1C(N(CC(N2)=O)C)=O (6-bromo-3,4-dihydro-4-methyl-2H-1,4-benzodiazepine-2,5(1H)-dione). RXN SMILES: [Br:1][C:2]1[CH:3]=[CH:4][CH:5]=[C:6]2[NH:12][C:11](=[O:13])O[C:8](=[O:9])[C:7]=12.[NH:14]([CH2:16]C(O)=O)[CH3:15]>>[Br:1][C:2]1[C:7]2[C:8](=[O:9])[N:14]([CH3:16])[CH2:15][C:11](=[O:13])[NH:12][C:6]=2[CH:5]=[CH:4][CH:3]=1. Reported procedure: 4.84 g (0.02 mol) of 6-bromoisatoic acid anhydride and 1.78 g (0.02 mol) of sarcosine are finely rubbed together and subsequently heated to 260° under a protective gas for 6 minutes. After cooling, the crude product is chromatographed on silica gel using chloroform/methanol (20:1) for the elution. After recrystallization from chloforom/hexane, there is obtained 6-bromo-3,4-dihydro-4-methyl-2H-1,4-benzodiazepine-2,5(1H)-dione of melting point 232°-233°. Product: COC(=O)CCCCCN. Reactants: CO, NCCCCCC(=O)O, O=S(Cl)Cl. As a reaction SMILES: [CH3:14][OH:15].[NH2:1][CH2:2][CH2:3][CH2:4][CH2:5][CH2:6][C:7]([OH:8])=[O:9].[S:10]([Cl:11])([Cl:12])=[O:13]>>[NH2:1][CH2:2][CH2:3][CH2:4][CH2:5][CH2:6][C:7](=[O:8])[O:9][CH3:14]. Starting materials: CC(O)(CSc1ccc(F)cc1)C(=O)O, N#Cc1ccc(N)cc1C(F)(F)F, O=S(Cl)Cl. Yields the product CC(O)(CSc1ccc(F)cc1)C(=O)Nc1ccc(C#N)c(C(F)(F)F)c1. RXN SMILES: [F:1][c:2]1[cH:3][cH:4][c:5]([S:8][CH2:9][C:10]([C:11](=[O:12])[OH:13])([CH3:14])[OH:15])[cH:6][cH:7]1.[NH2:16][c:17]1[cH:18][c:19]([C:25]([F:26])([F:27])[F:28])[c:20]([C:21]#[N:22])[cH:23][cH:24]1.[S:29]([Cl:30])([Cl:31])=[O:32]>>[F:1][c:2]1[cH:3][cH:4][c:5]([S:8][CH2:9][C:10]([C:11](=[O:13])[NH:16][c:17]2[cH:18][c:19]([C:25]([F:26])([F:27])[F:28])[c:20]([C:21]#[N:22])[cH:23][cH:24]2)([CH3:14])[OH:15])[cH:6][cH:7]1. Starting materials: [BH4-], COCCOC, [Cl-], [Cl-], [Cl-], [Cl-], CC(=NO)c1ccc(Cl)nc1, [NH4+], [Na+], [OH-], [Ti+4]. Yields the product CC(N)c1ccc(Cl)nc1. RXN SMILES: [BH4-:1].[CH3:16][O:17][CH2:18][CH2:19][O:20][CH3:21].[Cl-:22].[Cl-:23].[Cl-:24].[Cl-:25].[Cl:3][c:4]1[cH:5][cH:6][c:7]([C:10]([CH3:11])=[N:12][OH:13])[cH:8][n:9]1.[NH4+:14].[Na+:2].[OH-:15].[Ti+4:26]>>[Cl:3][c:4]1[cH:5][cH:6][c:7]([CH:10]([CH3:11])[NH2:12])[cH:8][n:9]1.